describe an organic reaction: reactants, conditions, products, and yield From a dataset of the Open Reaction Database (ORD), a public repository of structured organic reaction records. Starting materials: CSc1ncc(-c2nc(-c3ccc(OC(F)(F)F)cc3)n(C3CC3)c2C(=O)N2CCC(N3CCCC3)CC2)cn1, NN, O. Product: Nc1ncc(-c2nc(-c3ccc(OC(F)(F)F)cc3)n(C3CC3)c2C(=O)N2CCC(N3CCCC3)CC2)cn1. Reaction SMILES: [CH:1]1([n:4]2[c:5](-[c:30]3[cH:31][cH:32][c:33]([O:36][C:37]([F:38])([F:39])[F:40])[cH:34][cH:35]3)[n:6][c:7](-[c:22]3[cH:23][n:24][c:25]([S:28][CH3:29])[n:26][cH:27]3)[c:8]2[C:9](=[O:10])[N:11]2[CH2:12][CH2:13][CH:14]([N:17]3[CH2:18][CH2:19][CH2:20][CH2:21]3)[CH2:15][CH2:16]2)[CH2:2][CH2:3]1.[NH2:42][NH2:43].[OH2:41]>>[CH:1]1([n:4]2[c:5](-[c:30]3[cH:31][cH:32][c:33]([O:36][C:37]([F:38])([F:39])[F:40])[cH:34][cH:35]3)[n:6][c:7](-[c:22]3[cH:23][n:24][c:25]([NH2:42])[n:26][cH:27]3)[c:8]2[C:9](=[O:10])[N:11]2[CH2:12][CH2:13][CH:14]([N:17]3[CH2:18][CH2:19][CH2:20][CH2:21]3)[CH2:15][CH2:16]2)[CH2:2][CH2:3]1. The reactants are C1CCOC1, CCO, CCOC(=O)C1CCOc2cc(Oc3ccc(C(=O)NC4CCC(C)(C)CC4)cc3)c(Cl)cc21, [Na+], [OH-]. Yields the product CC1(C)CCC(NC(=O)c2ccc(Oc3cc4c(cc3Cl)C(C(=O)O)CCO4)cc2)CC1. RXN SMILES: [CH2:37]1[O:38][CH2:39][CH2:40][CH2:41]1.[CH3:42][CH2:43][OH:44].[Cl:1][c:2]1[cH:3][c:4]2[c:9]([cH:10][c:11]1[O:12][c:13]1[cH:14][cH:15][c:16]([C:19]([NH:20][CH:21]3[CH2:22][CH2:23][C:24]([CH3:27])([CH3:28])[CH2:25][CH2:26]3)=[O:29])[cH:17][cH:18]1)[O:8][CH2:7][CH2:6][CH:5]2[C:30](=[O:31])[O:32][CH2:33][CH3:34].[Na+:36].[OH-:35]>>[Cl:1][c:2]1[cH:3][c:4]2[c:9]([cH:10][c:11]1[O:12][c:13]1[cH:14][cH:15][c:16]([C:19]([NH:20][CH:21]3[CH2:22][CH2:23][C:24]([CH3:27])([CH3:28])[CH2:25][CH2:26]3)=[O:29])[cH:17][cH:18]1)[O:8][CH2:7][CH2:6][CH:5]2[C:30](=[O:31])[OH:32]. Reactants: C(C)OC(C(CC1=CC=C(C=C1)F)(C)C)=O (3-(4-fluorophenyl)-2,2-dimethyl-propionic acid ethyl ester), [OH-].[Na+] (sodium hydroxide), Cl (hydrochloric acid). Solvent: O (water). Product: FC1=CC=C(C=C1)CC(C(=O)O)(C)C (3-(4-fluorophenyl)-2,2-dimethyl-propionic acid). Procedure: A mixture of 3-(4-fluorophenyl)-2,2-dimethyl-propionic acid ethyl ester (10.0 g, 44.6 mmol) and a solution of sodium hydroxide (25 g) in water (110 mL) was heated to reflux for 18 hours. The resulting solution was cooled to room temperature, then was stirred on ice and acidified to about pH 1 with concentrated aqueous hydrochloric acid. The resulting precipitate was collected by filtration, washed thoroughly with water, and dried under vacuum. The solid was stirred in dichloromethane, and the mi... Yield: 86.8%. Reaction SMILES: C([O:3][C:4](=[O:16])[C:5]([CH3:15])([CH3:14])[CH2:6][C:7]1[CH:12]=[CH:11][C:10]([F:13])=[CH:9][CH:8]=1)C.[OH-].[Na+].Cl>O>[F:13][C:10]1[CH:9]=[CH:8][C:7]([CH2:6][C:5]([CH3:15])([CH3:14])[C:4]([OH:16])=[O:3])=[CH:12][CH:11]=1 |f:1.2|. Product: BrCCCCCOC1CCCC1 (1-Bromo-5-cyclopentyloxypentane). Procedure: 1.15 g(0.05 moles) of sodium in small pieces are added under a nitrogen atmosphere to 43 g (0.50 moles) of absolute cyclopentanol, and the mixture is stirred at 60° until all the sodium is dissolved after a period of 16 hours. After the solution has been cooled to 20°, 11.5 g (0.05 moles) of 1,5-dibromopentane are added and the mixture is stirred under reflux for 18 hours. The precipitated sodium bromide is then removed by filtration and the filtrate is freed of excess cyclopentanol by distillat... Reaction SMILES: [Na].[CH:2]1([OH:7])[CH2:6][CH2:5][CH2:4][CH2:3]1.[Br:8][CH2:9][CH2:10][CH2:11][CH2:12][CH2:13]Br>>[Br:8][CH2:9][CH2:10][CH2:11][CH2:12][CH2:13][O:7][CH:2]1[CH2:6][CH2:5][CH2:4][CH2:3]1 |^1:0|. Starting materials: BrCCCCCBr (1,5-dibromopentane), [Na] (sodium), C1(CCCC1)O (cyclopentanol), [Na] (sodium).